describe an organic reaction: reactants, conditions, products, and yield From a dataset of the Open Reaction Database (ORD), a public repository of structured organic reaction records. Starting materials: ClC1(SC=CC1=O)C(=O)OC (2-chloro-2-methoxycarbonylthiophen-3(2H)-one), C(C)(=O)O (acetic acid), S(O)(O)(=O)=O (sulphuric acid), C(C)(=O)O (acetic acid). The product is OC1=C(SC(=C1)C)C(=O)OC (Methyl 3-hydroxy-5-methylthiophene-2-carboxylate). RXN SMILES: Cl[C:2]1([C:8]([O:10][CH3:11])=[O:9])[C:6](=[O:7])[CH:5]=[CH:4][S:3]1.S(=O)(=O)(O)O.[C:17](O)(=O)C>>[OH:7][C:6]1[CH:5]=[C:4]([CH3:17])[S:3][C:2]=1[C:8]([O:10][CH3:11])=[O:9]. Procedure: To a stirred suspension of 2-chloro-2-methoxycarbonylthiophen-3(2H)-one (6.35 g, 33 mmol) in acetic acid (20 ml) was added sulphuric acid (1.8 ml) in acetic acid (20 ml). The mixture was stirred until dissolved then methyl mercaptan was bubbled through for 0.5 hours (total approximately 2 g). The mixture was stirred at room temperature for 18 hours, poured onto ice-water and the oily precipitate extracted into dichloromethane. After evaporation of solvent the crude oil was used in the following ...